This data is from the Open Reaction Database (ORD), a public repository of structured organic reaction records. The task is: describe an organic reaction: reactants, conditions, products, and yield Reactants: CCOC(=O)c1ccc2c(c1)CC(C)(C)C(c1cccc(N)c1)N2, CO, Cl, [Na+], C1CCOC1, [OH-], O. Product: CC1(C)Cc2cc(C(=O)O)ccc2NC1c1cccc(N)c1. As a reaction SMILES: [CH2:1]([CH3:2])[O:3][C:4](=[O:5])[c:6]1[cH:7][c:8]2[c:13]([cH:14][cH:15]1)[NH:12][CH:11]([c:16]1[cH:17][c:18]([NH2:22])[cH:19][cH:20][cH:21]1)[C:10]([CH3:23])([CH3:24])[CH2:9]2.[CH3:26][OH:27].[ClH:25].[Na+:34].[O:28]1[CH2:29][CH2:30][CH2:31][CH2:32]1.[OH-:33].[OH2:35]>>[O:3]=[C:4]([OH:5])[c:6]1[cH:7][c:8]2[c:13]([cH:14][cH:15]1)[NH:12][CH:11]([c:16]1[cH:17][c:18]([NH2:22])[cH:19][cH:20][cH:21]1)[C:10]([CH3:23])([CH3:24])[CH2:9]2.